describe an organic reaction: reactants, conditions, products, and yield From a dataset of the Open Reaction Database (ORD), a public repository of structured organic reaction records. Reactants: BrC1=CC=C(C(=O)C2=C(C(=O)O)C=C(C=C2)OC)C=C1 (2-(4-bromobenzoyl)-5-methoxybenzoic acid), O.NN (hydrazine hydrate). Product: BrC1=CC=C(C=C1)C1=NNC(C2=CC(=CC=C12)OC)=O (4-(4-Bromophenyl)-7-methoxy-2H-phthalazin-1-one). As a reaction SMILES: [Br:1][C:2]1[CH:20]=[CH:19][C:5]([C:6]([C:8]2[CH:16]=[CH:15][C:14]([O:17][CH3:18])=[CH:13][C:9]=2[C:10](O)=[O:11])=O)=[CH:4][CH:3]=1.O.[NH2:22][NH2:23]>>[Br:1][C:2]1[CH:20]=[CH:19][C:5]([C:6]2[C:8]3[C:9](=[CH:13][C:14]([O:17][CH3:18])=[CH:15][CH:16]=3)[C:10](=[O:11])[NH:23][N:22]=2)=[CH:4][CH:3]=1 |f:1.2|. Procedure details: This compound is obtained according to the procedure described in 1.2. by reacting unpurified 2-(4-bromobenzoyl)-5-methoxybenzoic acid with hydrazine hydrate.